From a dataset of the Open Reaction Database (ORD), a public repository of structured organic reaction records. describe an organic reaction: reactants, conditions, products, and yield The reactants are C(C1=CC=CC=C1)N1CC2C[Se]CC(C1)C2=O (7-benzyl-3-selena-7-azabicyclo[3.3.1]nonan-9-one), Cl(=O)(=O)(=O)O (Perchloric acid), NN (hydrazine), [OH-].[K+] (Potassium hydroxide). Solvent: C(COCCOCCO)O (triethylene glycol), O (water). Reaction conditions: temperature 140 celsius. Yields the product C(C1=CC=CC=C1)N1CC2C[Se]CC(C1)C2 (7-benzyl-3-selena-7-azabicyclo[3.3.1]nonane). Yield: 101.8%. Reaction SMILES: [CH2:1]([N:8]1[CH2:15][CH:14]2[C:16](=O)[CH:10]([CH2:11][Se:12][CH2:13]2)[CH2:9]1)[C:2]1[CH:7]=[CH:6][CH:5]=[CH:4][CH:3]=1.NN.[OH-].[K+].Cl(O)(=O)(=O)=O>C(O)COCCOCCO.O>[CH2:1]([N:8]1[CH2:15][CH:14]2[CH2:16][CH:10]([CH2:11][Se:12][CH2:13]2)[CH2:9]1)[C:2]1[CH:7]=[CH:6][CH:5]=[CH:4][CH:3]=1 |f:2.3|. Procedure details: A solution was made of 7-benzyl-3-selena-7-azabicyclo[3.3.1]nonan-9-one (2.0 g, 6.8 mmol) and hydrazine (95%, 5.0 g, 148 mmol) in triethylene glycol (40 mL). Potassium hydroxide (85%, 10.0 g, 152 mmol) was added and the resulting mixture was heated to 140° C. in an oil bath under a nitrogen atmosphere for 12 hours. After cooling to room temperature, the solution was poured into water (200 mL) and the resulting suspension was extracted with ether (5×40 mL). The combined extracts were dried overni... Reactants: CS(=O)(=O)Cl, CCc1[nH]n(-c2c(Cl)cc(Cl)cc2Cl)c2nc(Cc3ccc(N)cc3)nc(=O)c1-2, Cl, c1ccncc1. Yields the product CCc1[nH]n(-c2c(Cl)cc(Cl)cc2Cl)c2nc(Cc3ccc(NS(C)(=O)=O)cc3)nc(=O)c1-2. Reaction SMILES: [CH3:30][S:31]([Cl:32])(=[O:33])=[O:34].[Cl:1][c:2]1[c:3](-[n:10]2[nH:11][c:12]([CH2:28][CH3:29])[c:13]3[c:18](=[O:19])[n:17][c:16]([CH2:20][c:21]4[cH:22][cH:23][c:24]([NH2:27])[cH:25][cH:26]4)[n:15][c:14]2-3)[c:4]([Cl:9])[cH:5][c:6]([Cl:8])[cH:7]1.[ClH:35].[cH:36]1[cH:37][cH:38][n:39][cH:40][cH:41]1>>[Cl:1][c:2]1[c:3](-[n:10]2[nH:11][c:12]([CH2:28][CH3:29])[c:13]3[c:18](=[O:19])[n:17][c:16]([CH2:20][c:21]4[cH:22][cH:23][c:24]([NH:27][S:31]([CH3:30])(=[O:33])=[O:34])[cH:25][cH:26]4)[n:15][c:14]2-3)[c:4]([Cl:9])[cH:5][c:6]([Cl:8])[cH:7]1. Reactants: ice water, CN(C=O)C (dimethylformamide), diethylphosphoric cyanide, CN(C=O)C (dimethylformamide), Br.NCCCCC1=CC=C(C=C1)C=1C=CC(NN1)=O (6-[4-(4-aminobutyl)phenyl]pyridazin-3(2H)-one hydrobromide), C(C1=CN=CC=C1)(=O)O (nicotinic acid). Solvent: C(C)N(CC)CC (triethylamine). Run at time 1 hour. The product is N1=CC(=CC=C1)C(=O)NCCCCC1=CC=C(C=C1)C=1C=CC(NN1)=O (6-[4-(4-(pyridin-3-ylcarbonylamino)butyl)phenyl]pyridazin-3(2H)-one). The yield is 62.6%. Reaction SMILES: CN(C)C=O.Br.[NH2:7][CH2:8][CH2:9][CH2:10][CH2:11][C:12]1[CH:17]=[CH:16][C:15]([C:18]2[CH:19]=[CH:20][C:21](=[O:24])[NH:22][N:23]=2)=[CH:14][CH:13]=1.[C:25](O)(=[O:32])[C:26]1[CH:31]=[CH:30][CH:29]=[N:28][CH:27]=1>C(N(CC)CC)C>[N:28]1[CH:29]=[CH:30][CH:31]=[C:26]([C:25]([NH:7][CH2:8][CH2:9][CH2:10][CH2:11][C:12]2[CH:13]=[CH:14][C:15]([C:18]3[CH:19]=[CH:20][C:21](=[O:24])[NH:22][N:23]=3)=[CH:16][CH:17]=2)=[O:32])[CH:27]=1 |f:1.2|. Procedure details: Under ice cooling, a dimethylformamide solution (10 ml) containing 1.06 g of diethylphosphoric cyanide was added dropwise to a dimethylformamide suspension (30 ml) containing 1.65 g of 6-[4-(4-aminobutyl)phenyl]pyridazin-3(2H)-one hydrobromide, 0.78 g of nicotinic acid and 1.55 g of triethylamine, and the mixture was stirred for 1 hour. The reaction mixture was poured into ice water, and precipitated crystal was collected by filtration. The obtained crystal was washed with water, dried and then ... Reactants: C(C)(=O)C1=C(C(=O)OC)C=C(C=C1)OC (Methyl 2-Acetyl-5-methoxybenzoate), O.NN (hydrazine monohydrate). Solvent: O (H2O), CO (methanol). Conditions: temperature 95 celsius, time 5 hour. The product is COC1=CC=C2C(=NNC(C2=C1)=O)C (7-Methoxy-4-methyl-2H-phthalazin-1-one). Yield: 95.2%. Reaction SMILES: [C:1]([C:4]1[CH:13]=[CH:12][C:11]([O:14][CH3:15])=[CH:10][C:5]=1[C:6](OC)=[O:7])(=O)[CH3:2].O.[NH2:17][NH2:18]>CO.O>[CH3:15][O:14][C:11]1[CH:10]=[C:5]2[C:4]([C:1]([CH3:2])=[N:17][NH:18][C:6]2=[O:7])=[CH:13][CH:12]=1 |f:1.2|. Procedure details: To a solution of methyl 2-acetyl-5-methoxybenzoate (2) (2.21 g, 10.60 mmol) in methanol (13 mL) is added hydrazine monohydrate (1.59 g, 31.80 mmol). The mixture is stirred at 95° C. under argon for 5 h, then cooled to room temperature, diluted with H2O (50 mL), and extracted with ethyl acetate (2×100 mL, 2×50 mL, and 2×30 mL). The extract is washed (brine), dried, and concentrated at reduced pressure. The residue is suspended in ethyl acetate (20 mL), heated, then cooled, and filtered to give 1.... Starting materials: C(C)(C)(C)OC(=O)N(C(=O)OC(C)(C)C)CCCCCC\C=C\C1=CC(=C(C=C1)OCC1=CC=CC=C1)[C@H](CCN(C(C)C)C(C)C)C1=CC=CC=C1 (di-tert-butyl[(7E)-8-{4-(benzyloxy)-3-[(1R)-3-(diisopropylamino)-1-phenylpropyl]phenyl}oct-7-en-1-yl]imidodicarbonate), C(=O)[O-].[NH4+] (ammonium formate). The reagents and catalysts are [OH-].[Pd+2].[OH-] (palladium hydroxide). Run in C(C)O (ethanol). Run at temperature 70 celsius. Yields the product C(C)(C)(C)OC(=O)N(C(=O)OC(C)(C)C)CCCCCCCCC1=CC(=C(C=C1)O)[C@H](CCN(C(C)C)C(C)C)C1=CC=CC=C1 (di-tert-butyl(8-{3-[(1R)-3-(diisopropylamino)-1-phenylpropyl]-4-hydroxyphenyl}octyl)imidodicarbonate). RXN SMILES: [C:1]([O:5][C:6]([N:8]([CH2:16][CH2:17][CH2:18][CH2:19][CH2:20][CH2:21]/[CH:22]=[CH:23]/[C:24]1[CH:29]=[CH:28][C:27]([O:30]CC2C=CC=CC=2)=[C:26]([C@@H:38]([C:48]2[CH:53]=[CH:52][CH:51]=[CH:50][CH:49]=2)[CH2:39][CH2:40][N:41]([CH:45]([CH3:47])[CH3:46])[CH:42]([CH3:44])[CH3:43])[CH:25]=1)[C:9]([O:11][C:12]([CH3:15])([CH3:14])[CH3:13])=[O:10])=[O:7])([CH3:4])([CH3:3])[CH3:2].C([O-])=O.[NH4+]>C(O)C.[OH-].[Pd+2].[OH-]>[C:1]([O:5][C:6]([N:8]([CH2:16][CH2:17][CH2:18][CH2:19][CH2:20][CH2:21][CH2:22][CH2:23][C:24]1[CH:29]=[CH:28][C:27]([OH:30])=[C:26]([C@@H:38]([C:48]2[CH:53]=[CH:52][CH:51]=[CH:50][CH:49]=2)[CH2:39][CH2:40][N:41]([CH:45]([CH3:46])[CH3:47])[CH:42]([CH3:44])[CH3:43])[CH:25]=1)[C:9]([O:11][C:12]([CH3:13])([CH3:15])[CH3:14])=[O:10])=[O:7])([CH3:4])([CH3:3])[CH3:2] |f:1.2,4.5.6|. Procedure: di-tert-butyl[(7E)-8-{4-(benzyloxy)-3-[(1R)-3-(diisopropylamino)-1-phenylpropyl]phenyl}oct-7-en-1-yl]imidodicarbonate (Preparation 51, 530 mg, 0.73 mmol), palladium hydroxide (20% by weight on carbon, 100 mg, 0.14 mmol) and ammonium formate (1.1 g, 17 mmol) were dissolved in ethanol (20 ml) and heated to 70° C. for 3 hours. Reaction mixture was cooled and filtered and the solvent removed in vacuo to yield the title compound as a clear oil, 340 mg. Product: O=C(c1ccc(F)cc1)C1CCN(CCN2C(=O)CN(Cc3ccccc3F)CC2=O)CC1, Cl. Reactants: O=C(c1ccc(F)cc1)C1CCN(CCCl)CC1, O=C1CN(Cc2ccccc2F)CC(=O)N1. RXN SMILES: [Cl:1][CH2:2][CH2:3][N:4]1[CH2:5][CH2:6][CH:7]([C:10]([c:11]2[cH:12][cH:13][c:14]([F:17])[cH:15][cH:16]2)=[O:18])[CH2:8][CH2:9]1.[F:19][c:20]1[c:21]([CH2:22][N:23]2[CH2:24][C:25](=[O:30])[NH:26][C:27](=[O:29])[CH2:28]2)[cH:31][cH:32][cH:33][cH:34]1>>[CH2:2]([CH2:3][N:4]1[CH2:5][CH2:6][CH:7]([C:10]([c:11]2[cH:12][cH:13][c:14]([F:17])[cH:15][cH:16]2)=[O:18])[CH2:8][CH2:9]1)[N:26]1[C:25](=[O:30])[CH2:24][N:23]([CH2:22][c:21]2[c:20]([F:19])[cH:34][cH:33][cH:32][cH:31]2)[CH2:28][C:27]1=[O:29].[ClH:1].